From a dataset of the Open Reaction Database (ORD), a public repository of structured organic reaction records. describe an organic reaction: reactants, conditions, products, and yield Reactants: CCOC(C)=O, CCOc1cc2ncc(Cl)nc2cc1OCC, Nc1cccc(F)c1. Product: CCOc1cc2ncc(Nc3cccc(F)c3)nc2cc1OCC. RXN SMILES: [CH3:26][CH2:27][O:28][C:29](=[O:30])[CH3:31].[Cl:1][c:2]1[n:3][c:4]2[cH:5][c:6]([O:15][CH2:16][CH3:17])[c:7]([O:12][CH2:13][CH3:14])[cH:8][c:9]2[n:10][cH:11]1.[F:18][c:19]1[cH:20][c:21]([NH2:22])[cH:23][cH:24][cH:25]1>>[c:2]1([NH:22][c:21]2[cH:20][c:19]([F:18])[cH:25][cH:24][cH:23]2)[n:3][c:4]2[cH:5][c:6]([O:15][CH2:16][CH3:17])[c:7]([O:12][CH2:13][CH3:14])[cH:8][c:9]2[n:10][cH:11]1.